The task is: describe an organic reaction: reactants, conditions, products, and yield. This data is from the Open Reaction Database (ORD), a public repository of structured organic reaction records. Reaction SMILES: [OH:1][C@@H:2](C)[C:3](N1CCNCC1)=O.[OH:12][C@@H:13]([CH3:17])[C:14]([OH:16])=[O:15]>>[C:2]([O:12][C@@H:13]([CH3:17])[C:14]([OH:16])=[O:15])(=[O:1])[CH3:3]. Product: C(C)(=O)O[C@H](C(=O)O)C ((S)-2-acetoxypropanoic acid). The reactants are oxalate salt, O[C@H](C(=O)N1CCNCC1)C ((S)-2-hydroxy-1-(piperazin-1-yl)propan-1-one), O[C@H](C(=O)O)C ((S)-2-hydroxypropanoic acid). Reported procedure: Scheme 3 shows the synthesis of intermediate, oxalate salt of (S)-2-hydroxy-1-(piperazin-1-yl)propan-1-one V from (S)-2-hydroxypropanoic acid (L-lactic acid) 1. Acetylation of 1 gave (S)-2-acetoxypropanoic acid 2, followed by treatment with a chlorinating reagent, such as oxalyl chloride, to give acid chloride, (S)-1-chloro-1-oxopropan-2-yl acetate 3 (Example 6). Reaction of 3 with the dihydrochloride salt of 1-benzylpiperazine in dichloromethane in the presence of triethylamine gave (S)-1-(4-be... Starting materials: C([O-])([O-])=O.[K+].[K+] (potassium carbonate), NC1=CC=C(C=C1)C (p-Toluidine), BrCCCC#N (4-bromobutyronitrile). Run in C(C)#N (acetonitrile). Run at time 10 minute. Product: C1(=CC=C(C=C1)NCCCC#N)C (4-(p-tolylamino)butanenitrile). The yield is 78.2%. Reaction SMILES: [NH2:1][C:2]1[CH:7]=[CH:6][C:5]([CH3:8])=[CH:4][CH:3]=1.C(=O)([O-])[O-].[K+].[K+].Br[CH2:16][CH2:17][CH2:18][C:19]#[N:20]>C(#N)C>[C:5]1([CH3:8])[CH:6]=[CH:7][C:2]([NH:1][CH2:16][CH2:17][CH2:18][C:19]#[N:20])=[CH:3][CH:4]=1 |f:1.2.3|. Reported procedure: p-Toluidine (10.407 g, 97.116 mmol) was dissolved in anhydrous acetonitrile and, after adding potassium carbonate (49.9 g, 361.272 mmol), stirred at room temperature for 10 minutes. After slowly adding 4-bromobutyronitrile (10.1 mL, 101.972 mmol) to the resultant reaction mixture, reaction was carried out at 100° C. for 2 days. The mixture was cooled to room temperature and the produced solid was removed by filtering. The filtrate was concentrated under reduced pressure. A target compound (13.23... Starting materials: Br.CN1CCC(=CC1)C1=CC=CC=C1 (1-Methyl-4-phenyl-1,2,3,6-tetrahydropyridine hydrobromide), O (water), [Br-].[Na+] (sodium bromide), BrBr (bromine), O (water). Run at time 1 hour. Yields the product CN1CC(C(CC1)(O)C1=CC=CC=C1)Br (1-Methyl-3-bromo-4-phenyl-4-piperidinol), hydrobromide salt. Reaction SMILES: [BrH:1].[CH3:2][N:3]1[CH2:8][CH:7]=[C:6]([C:9]2[CH:14]=[CH:13][CH:12]=[CH:11][CH:10]=2)[CH2:5][CH2:4]1.[Br-].[Na+].BrBr.[OH2:19]>>[CH3:2][N:3]1[CH2:4][CH2:5][C:6]([C:9]2[CH:14]=[CH:13][CH:12]=[CH:11][CH:10]=2)([OH:19])[CH:7]([Br:1])[CH2:8]1 |f:0.1,2.3|. Procedure: 1-Methyl-4-phenyl-1,2,3,6-tetrahydropyridine hydrobromide (110.0 g, 0.434 mole, described in Example 3) is dissolved in water (1250 ml). A solution of sodium bromide (128.0 g, 1.24 moles) and bromine (70.0 g, 0.440 mole) in water (1000 ml) is added dropwise with stirring to the above solution over a period of 1 hour. The mixture is concentrated under reduced pressure to half its original volume. The precipitate is isolated by filtration and recrystallized from glacial acetic acid to give the tit... Reactants: CC(CN)(CN)C (2,2-dimethyl-1,3-propanediamine), N1=C(C=CC=C1)C(=O)O (picolinic acid), O.ON1N=NC2=C1C=CC=C2 (1-hydroxybenzotriazole hydrate), Cl.CN(CCCN=C=NCC)C (1-(3-dimethylaminopropyl)-3-ethylcarbodiimide hydrochloride), CCN(C(C)C)C(C)C (iPr2NEt). The solvent is CN(C)C=O (DMF). Conditions: time 18 hour. Product: N1=C(C=CC=C1)C(=O)NCC(CNC(C1=NC=CC=C1)=O)(C)C (N,N'-Bis(picolinoyl)-1,3-diamino-2,2-dimethylpropane). Isolated yield 25.7%. As a reaction SMILES: [CH3:1][C:2]([CH3:7])([CH2:5][NH2:6])[CH2:3][NH2:4].[N:8]1[CH:13]=[CH:12][CH:11]=[CH:10][C:9]=1[C:14]([OH:16])=O.[OH2:17].ON1[C:23]2[CH:24]=[CH:25][CH:26]=[CH:27][C:22]=2[N:21]=N1.Cl.CN(C)CCCN=C=NCC.CCN(C(C)C)C(C)C>CN(C=O)C>[N:21]1[CH:22]=[CH:23][CH:24]=[CH:25][C:26]=1[C:27]([NH:4][CH2:3][C:2]([CH3:7])([CH3:1])[CH2:5][NH:6][C:14](=[O:16])[C:9]1[CH:10]=[CH:11][CH:12]=[CH:13][N:8]=1)=[O:17] |f:2.3,4.5|. Reported procedure: A solution of 2,2-dimethyl-1,3-propanediamine (5.00 g, 48.9 mmol) in DMF (500 mL) was treated with picolinic acid (12.6 g, 0.10 mol), 1-hydroxybenzotriazole hydrate (13.9 g, 0.10 mol), 1-(3-dimethylaminopropyl)-3-ethylcarbodiimide hydrochloride (19.7 g, 0.10 mol) and iPr2NEt (17.9 mL, 0.10 mol) at room temperature. After 18 h, the reaction mixture was evaporated under vacuum and the residue purified by flash chromatography (75% EtOAc/hexanes, silica gel) to give 13.95 g (91%) the above named pro... The reactants are O.Cl.Cl (dihydrochloride monohydrate), O.Cl.Cl.NC1=C2N=CN(C2=NC=N1)[C@H]1[C@H](O)[C@@H]([C@H](O1)C(=O)O)NC([C@@H](N)CC1=CC=C(C=C1)OC)=O (1-(6-amino-9H-purin-9-yl)-1,3-dideoxy-3-(O-methyl-L-tyrosylamino)-β-D-ribofuranuronic acid dihydrochloride monohydrate). Run in Cl (hydrochloric acid). Yields the product COC1=CC=C(C[C@H](N)C(=O)O)C=C1 (O-methyl-L-tyrosine). As a reaction SMILES: [OH2:1].Cl.Cl.O.Cl.Cl.NC1N=CN=C2C=1N=CN2[C@@H]1O[C@H](C(O)=O)[C@@H](N[C:27](=[O:39])[C@H:28]([CH2:30][C:31]2[CH:36]=[CH:35][C:34]([O:37][CH3:38])=[CH:33][CH:32]=2)[NH2:29])[C@H]1O>Cl>[CH3:38][O:37][C:34]1[CH:33]=[CH:32][C:31]([CH2:30][C@@H:28]([C:27]([OH:39])=[O:1])[NH2:29])=[CH:36][CH:35]=1 |f:0.1.2,3.4.5.6|. Procedure: A suspension of dihydrochloride monohydrate of FR-48736 substance [1-(6-amino-9H-purin-9-yl)-1,3-dideoxy-3-(O-methyl-L-tyrosylamino)-β-D-ribofuranuronic acid dihydrochloride monohydrate] (300 mg) prepared by Example 98 in 6N hydrochloric acid (20 ml) was refluxed for 12 hours. The resulting solution was cooled and the solvent was evaporated under reduced pressure. The residue was dissolved in water (30 ml) and the solution was adjusted to pH 7 with 1N sodium hydroxide. Then, the solution was app...